This data is from the Open Reaction Database (ORD), a public repository of structured organic reaction records. The task is: describe an organic reaction: reactants, conditions, products, and yield Reactants: CC(=O)O, CCO, C=Cc1ncccn1, NCCC(c1ccccc1)c1ccccc1. Yields the product c1ccc(C(CCNCCc2ncccn2)c2ccccc2)cc1. Reaction SMILES: [C:9]([OH:10])(=[O:11])[CH3:12].[CH3:29][CH2:30][OH:31].[CH:1](=[CH2:2])[c:3]1[n:4][cH:5][cH:6][cH:7][n:8]1.[c:13]1([CH:19]([CH2:20][CH2:21][NH2:22])[c:23]2[cH:24][cH:25][cH:26][cH:27][cH:28]2)[cH:14][cH:15][cH:16][cH:17][cH:18]1>>[CH2:1]([CH2:2][NH:22][CH2:21][CH2:20][CH:19]([c:13]1[cH:14][cH:15][cH:16][cH:17][cH:18]1)[c:23]1[cH:24][cH:25][cH:26][cH:27][cH:28]1)[c:3]1[n:4][cH:5][cH:6][cH:7][n:8]1.